This data is from the Open Reaction Database (ORD), a public repository of structured organic reaction records. The task is: describe an organic reaction: reactants, conditions, products, and yield Reactants: OCC[C@@H]1CC[C@H](CC1)CN(S(=O)(=O)C1=CC=C(C=C1)C(F)(F)F)C (trans-N-[4-(2-hydroxy-ethyl)-cyclohexylmethyl]-N-methyl-4-trifluoromethyl-benzenesulfonamide), CS(=O)(=O)Cl (methanesulfonyl chloride). Yields the product CN(S(=O)(=O)C1=CC=C(C=C1)C(F)(F)F)C[C@@H]1CC[C@H](CC1)CCOS(=O)(=O)C (trans-methanesulfonic acid 2-(4-{[methyl-(4-trifluoromethyl-benzenesulfonyl)-amino]-methyl}-cyclohexyl)-ethyl ester). As a reaction SMILES: [OH:1][CH2:2][CH2:3][C@H:4]1[CH2:9][CH2:8][C@H:7]([CH2:10][N:11]([CH3:25])[S:12]([C:15]2[CH:20]=[CH:19][C:18]([C:21]([F:24])([F:23])[F:22])=[CH:17][CH:16]=2)(=[O:14])=[O:13])[CH2:6][CH2:5]1.[CH3:26][S:27](Cl)(=[O:29])=[O:28]>>[CH3:25][N:11]([CH2:10][C@H:7]1[CH2:8][CH2:9][C@H:4]([CH2:3][CH2:2][O:1][S:27]([CH3:26])(=[O:29])=[O:28])[CH2:5][CH2:6]1)[S:12]([C:15]1[CH:20]=[CH:19][C:18]([C:21]([F:24])([F:22])[F:23])=[CH:17][CH:16]=1)(=[O:14])=[O:13]. Reported procedure: In analogy to the procedure described in example 3.4, trans-N-[4-(2-hydroxy-ethyl)-cyclohexylmethyl]-N-methyl-4-trifluoromethyl-benzenesulfonamide was treated with methanesulfonyl chloride to yield trans-methanesulfonic acid 2-(4-{[methyl-(4-trifluoromethyl-benzenesulfonyl)-amino]-methyl}-cyclohexyl)-ethyl ester as colorless solid, MS: 358 (MH+). The reactants are cupric chloride, aqueous solution, Cl (hydrochloric acid), NC=1C(=C(C(=O)O)C=C(C1F)F)F (3-amino-2,4,5-trifluorobenzoic acid), N(=O)[O-].[Na+] (sodium nitrite), C(C)OCC (diethyl ether). Run in O (water), O (water). Run at time 1.5 hour. Product: ClC=1C(=C(C(=O)O)C=C(C1F)F)F (3-chloro-2,4,5-trifluorobenzoic acid). As a reaction SMILES: N[C:2]1[C:3]([F:13])=[C:4]([CH:8]=[C:9]([F:12])[C:10]=1[F:11])[C:5]([OH:7])=[O:6].N([O-])=O.[Na+].[ClH:18].C(OCC)C>O>[Cl:18][C:2]1[C:3]([F:13])=[C:4]([CH:8]=[C:9]([F:12])[C:10]=1[F:11])[C:5]([OH:7])=[O:6] |f:1.2|. Reported procedure: A solid mixture of 0.52 g of 3-amino-2,4,5-trifluorobenzoic acid (Example 2) and 0.33 g of sodium nitrite is added in portions to a solution of 3 g of cupric chloride in 9 ml of water and 0.5 g of a 36% aqueous solution of hydrochloric acid. The resulting mixture is allowed to stir at 15°-25° C. for 1.5 hours and then additional water (25 ml) is added. Stirring is continued another hour at 25° C. and then 20 ml of diethyl ether is added. The layers are separated and the aqueous layer extracted w... The reactants are CN(C)CCN, O=C(O)c1ccccc1-c1nnc(CSCCOc2ccccc2)o1. The product is CN(C)CCNC(=O)c1ccccc1-c1nnc(CSCCOc2ccccc2)o1. As a reaction SMILES: [CH3:26][N:27]([CH2:28][CH2:29][NH2:30])[CH3:31].[O:1]([c:2]1[cH:3][cH:4][cH:5][cH:6][cH:7]1)[CH2:8][CH2:9][S:10][CH2:11][c:12]1[n:13][n:14][c:15](-[c:17]2[c:18]([C:19](=[O:20])[OH:21])[cH:22][cH:23][cH:24][cH:25]2)[o:16]1>>[O:1]([c:2]1[cH:3][cH:4][cH:5][cH:6][cH:7]1)[CH2:8][CH2:9][S:10][CH2:11][c:12]1[n:13][n:14][c:15](-[c:17]2[c:18]([C:19](=[O:21])[NH:30][CH2:29][CH2:28][N:27]([CH3:26])[CH3:31])[cH:22][cH:23][cH:24][cH:25]2)[o:16]1. Starting materials: C1COCCO1, Cl, CC(C)(C)OC(=O)NC1CCCN(c2ccncc2NC(=O)c2csc(-c3ccccc3F)n2)C1. Yields the product NC1CCCN(c2ccncc2NC(=O)c2csc(-c3ccccc3F)n2)C1. RXN SMILES: [CH2:37]1[O:38][CH2:39][CH2:40][O:41][CH2:42]1.[ClH:36].[F:1][c:2]1[c:3](-[c:8]2[s:9][cH:10][c:11]([C:13](=[O:14])[NH:15][c:16]3[cH:17][n:18][cH:19][cH:20][c:21]3[N:22]3[CH2:23][CH:24]([NH:28][C:29](=[O:30])[O:31][C:32]([CH3:33])([CH3:34])[CH3:35])[CH2:25][CH2:26][CH2:27]3)[n:12]2)[cH:4][cH:5][cH:6][cH:7]1>>[F:1][c:2]1[c:3](-[c:8]2[s:9][cH:10][c:11]([C:13](=[O:14])[NH:15][c:16]3[cH:17][n:18][cH:19][cH:20][c:21]3[N:22]3[CH2:23][CH:24]([NH2:28])[CH2:25][CH2:26][CH2:27]3)[n:12]2)[cH:4][cH:5][cH:6][cH:7]1. Reactants: [BH4-], [Br-], C[Mg+], CCCCCC, Cc1ccccc1, CO, N#CC1(CC2CC2)CCC(SCC2CC2)CC1, [Na+], Cc1ccccc1. The product is CC(N)C1(CC2CC2)CCC(SCC2CC2)CC1. RXN SMILES: [BH4-:34].[Br-:18].[CH3:19][Mg+:20].[CH3:21][CH2:22][CH2:23][CH2:24][CH2:25][CH3:26].[CH3:36][c:37]1[cH:38][cH:39][cH:40][cH:41][cH:42]1.[CH3:43][OH:44].[CH:1]1([CH2:4][C:5]2([C:16]#[N:17])[CH2:6][CH2:7][CH:8]([S:11][CH2:12][CH:13]3[CH2:14][CH2:15]3)[CH2:9][CH2:10]2)[CH2:2][CH2:3]1.[Na+:35].[c:27]1([CH3:28])[cH:29][cH:30][cH:31][cH:32][cH:33]1>>[CH:1]1([CH2:4][C:5]2([CH:16]([NH2:17])[CH3:21])[CH2:6][CH2:7][CH:8]([S:11][CH2:12][CH:13]3[CH2:14][CH2:15]3)[CH2:9][CH2:10]2)[CH2:2][CH2:3]1. Starting materials: O=C1CCC(=O)N1Br, COC(=O)c1cc2c(C)noc2c(F)c1Nc1ccccc1Cl, CCOC(C)=O, CN(C)C=O. Yields the product COC(=O)c1cc2c(C)noc2c(F)c1Nc1ccc(Br)cc1Cl. Reaction SMILES: [Br:24][N:25]1[C:26](=[O:27])[CH2:28][CH2:29][C:30]1=[O:31].[CH3:1][O:2][C:3](=[O:4])[c:5]1[c:6]([NH:16][c:17]2[c:18]([Cl:23])[cH:19][cH:20][cH:21][cH:22]2)[c:7]([F:15])[c:8]2[c:9]([c:10]([CH3:13])[n:11][o:12]2)[cH:14]1.[CH3:37][CH2:38][O:39][C:40]([CH3:41])=[O:42].[O:32]=[CH:33][N:34]([CH3:35])[CH3:36]>>[CH3:1][O:2][C:3](=[O:4])[c:5]1[c:6]([NH:16][c:17]2[c:18]([Cl:23])[cH:19][c:20]([Br:24])[cH:21][cH:22]2)[c:7]([F:15])[c:8]2[c:9]([c:10]([CH3:13])[n:11][o:12]2)[cH:14]1. Procedure details: In analogy to the procedure described for the synthesis of 5-tert-butyl-7-(3,3-difluoropyrrolidin-1-yl)-3-ethyl-3H-[1,2,3]triazolo[4,5-d]pyrimidine (example 61), the title compound was prepared from 5-tert-butyl-7-(3,3-difluoropyrrolidin-1-yl)-3H-[1,2,3]triazolo[4,5-d]pyrimidine and 2-bromo-1-(pyridin-3-yl)ethanone hydrobromide and isolated as light-yellow solid. MS (m/e): 402.3 (MH+). Product: C(C)(C)(C)C=1N=C(C2=C(N1)N(N=N2)CC(=O)C=2C=NC=CC2)N2CC(CC2)(F)F (2-[5-tert-Butyl-7-(3,3-difluoro-pyrrolidin-1-yl)-[1,2,3]triazolo[4,5-d]pyrimidin-3-yl]-1-pyridin 3-yl-ethanone). Reactants: C(C)(C)(C)C=1N=C(C2=C(N1)N(N=N2)CC)N2CC(CC2)(F)F (5-tert-Butyl-7-(3,3-difluoro-pyrrolidin-1-yl)-3-ethyl-3H-[1,2,3]triazolo[4,5-d]pyrimidine), C(C)(C)(C)C=1N=C(C2=C(N1)NN=N2)N2CC(CC2)(F)F (5-tert-butyl-7-(3,3-difluoropyrrolidin-1-yl)-3H-[1,2,3]triazolo[4,5-d]pyrimidine), Br.BrCC(=O)C=1C=NC=CC1 (2-bromo-1-(pyridin-3-yl)ethanone hydrobromide). RXN SMILES: C(C1N=C(N2CCC(F)(F)C2)C2N=NN(CC)C=2N=1)(C)(C)C.[C:23]([C:27]1[N:28]=[C:29]([N:36]2[CH2:40][CH2:39][C:38]([F:42])([F:41])[CH2:37]2)[C:30]2[N:35]=[N:34][NH:33][C:31]=2[N:32]=1)([CH3:26])([CH3:25])[CH3:24].Br.Br[CH2:45][C:46]([C:48]1[CH:49]=[N:50][CH:51]=[CH:52][CH:53]=1)=[O:47]>>[C:23]([C:27]1[N:28]=[C:29]([N:36]2[CH2:40][CH2:39][C:38]([F:41])([F:42])[CH2:37]2)[C:30]2[N:35]=[N:34][N:33]([CH2:45][C:46]([C:48]3[CH:49]=[N:50][CH:51]=[CH:52][CH:53]=3)=[O:47])[C:31]=2[N:32]=1)([CH3:26])([CH3:24])[CH3:25] |f:2.3|. Reactants: C(C(=O)O)(=O)O.C(CCC)OC(CC=1C(=NNC1C1=CC=C(C=C1)Cl)N)=O (3-amino-5-(4-chlorophenyl)-1H-pyrazole-4-acetic acid butyl ester ethanedioate), malonaldehyde bis(dimethylacetal), C(C)O (ethanol), Cl (hydrochloric acid), O (water). The product is C(C)OC(CC=1C(=NN2C1N=CC=C2)C2=CC=C(C=C2)Cl)=O (2-(4-Chlorophenyl)pyrazolo[1.5-a]pyrimidine-3-acetic acid ethyl ester). As a reaction SMILES: [C:1](O)(=O)[C:2](O)=O.[CH2:7]([O:11][C:12](=[O:27])[CH2:13][C:14]1[C:15]([NH2:26])=[N:16][NH:17][C:18]=1[C:19]1[CH:24]=[CH:23][C:22]([Cl:25])=[CH:21][CH:20]=1)[CH2:8]CC.Cl.O.[CH2:30](O)C>>[CH2:7]([O:11][C:12](=[O:27])[CH2:13][C:14]1[C:18]([C:19]2[CH:20]=[CH:21][C:22]([Cl:25])=[CH:23][CH:24]=2)=[N:17][N:16]2[CH:2]=[CH:1][CH:30]=[N:26][C:15]=12)[CH3:8] |f:0.1|. Procedure details: A suspension of 23.0 g (0.057 mole) of 3-amino-5-(4-chlorophenyl)-1H-pyrazole-4-acetic acid butyl ester ethanedioate and 9.6 g (0.057 mole) of malonaldehyde bis(dimethylacetal) (99%) in 250 ml of absolute ethanol was treated with 5 ml of concentrated hydrochloric acid and 10 ml of water.